Dataset: the Open Reaction Database (ORD), a public repository of structured organic reaction records. Task: describe an organic reaction: reactants, conditions, products, and yield The reactants are O=C(Cl)c1ccc(Br)cc1, CC(=O)[O-], CC(=O)[O-], C=CC#N, CN(C)Cc1ccccc1, Cc1ccc(C)cc1, [Pd+2]. The product is N#CC=Cc1ccc(Br)cc1. RXN SMILES: [Br:1][c:2]1[cH:3][cH:4][c:5]([C:6]([Cl:7])=[O:8])[cH:9][cH:10]1.[C:33]([O-:34])(=[O:35])[CH3:36].[C:38]([O-:39])(=[O:40])[CH3:41].[CH2:11]=[CH:12][C:13]#[N:14].[CH2:15]([N:16]([CH3:17])[CH3:18])[c:19]1[cH:20][cH:21][cH:22][cH:23][cH:24]1.[CH3:25][c:26]1[cH:27][cH:28][c:29]([CH3:30])[cH:31][cH:32]1.[Pd+2:37]>>[Br:1][c:2]1[cH:3][cH:4][c:5]([CH:6]=[CH:12][C:13]#[N:14])[cH:9][cH:10]1. The reactants are BrC(C(=O)C1=CC=C(C=C1)F)C1=CC=C(C=C1)S(=O)(=O)C (2-bromo-1-(4-fluorophenyl)-2-(4-methylsulfonylphenyl) ethanone), C(#N)C1=CC=C(C=C1)NC(=S)N (N-(4-cyanophenyl)thiourea). The solvent is C(C)O (ethanol). The product is C(#N)C1=CC=C(C=C1)NC=1SC(=C(N1)C1=CC=C(C=C1)F)C1=CC=C(C=C1)S(=O)(=O)C (2-(4-cyanophenylamino)-4-(4-fluorophenyl)-5-(4-methylsulfonylphenyl)thiazole). Yield: 53.3%. Reaction SMILES: Br[CH:2]([C:12]1[CH:17]=[CH:16][C:15]([S:18]([CH3:21])(=[O:20])=[O:19])=[CH:14][CH:13]=1)[C:3]([C:5]1[CH:10]=[CH:9][C:8]([F:11])=[CH:7][CH:6]=1)=O.[C:22]([C:24]1[CH:29]=[CH:28][C:27]([NH:30][C:31]([NH2:33])=[S:32])=[CH:26][CH:25]=1)#[N:23]>C(O)C>[C:22]([C:24]1[CH:25]=[CH:26][C:27]([NH:30][C:31]2[S:32][C:2]([C:12]3[CH:17]=[CH:16][C:15]([S:18]([CH3:21])(=[O:20])=[O:19])=[CH:14][CH:13]=3)=[C:3]([C:5]3[CH:10]=[CH:9][C:8]([F:11])=[CH:7][CH:6]=3)[N:33]=2)=[CH:28][CH:29]=1)#[N:23]. Procedure details: To a solution of 2-bromo-1-(4-fluorophenyl)-2-(4-methylsulfonylphenyl)ethanone (Example 26, Step 2) (0.413, 1.11 mmol) in ethanol (10 mL) in a 25 mL round bottom flask was added N-(4-cyanophenyl)thiourea (0.207 g, 1.17 mmol). The solution was heated to reflux (24 hours) and the reaction was cooled to room temperature. The resulting suspension was concentrated in vacuo, suspended in methylene chloride (100 mL) and washed with sodium carbonate solution (10%, 3×20 mL), brine (1×20 mL), dried over s... Starting materials: OCCCC1=C(C=C(C=C1)O)O (4-(3-Hydroxy-propyl)-benzene-1,3-diol), C1=CC=C(C=C1)P(C2=CC=CC=C2)C3=CC=CC=C3 (Ph3P), C1CCN(CC1)C(=O)N=NC(=O)N2CCCCC2 (ADDP). Solvent: C1CCOC1 (THF). Conditions: time 17 hour. Product: O1CCCC2=CC=C(C=C12)O (Chroman-7-ol). Isolated yield 66.2%. As a reaction SMILES: O[CH2:2][CH2:3][CH2:4][C:5]1[CH:10]=[CH:9][C:8]([OH:11])=[CH:7][C:6]=1[OH:12].C1C=CC(P(C2C=CC=CC=2)C2C=CC=CC=2)=CC=1.C1CCN(C(N=NC(N2CCCCC2)=O)=O)CC1>C1COCC1>[O:12]1[C:6]2[C:5](=[CH:10][CH:9]=[C:8]([OH:11])[CH:7]=2)[CH2:4][CH2:3][CH2:2]1. Procedure: To a stirred solution of 4-(3-Hydroxy-propyl)-benzene-1,3-diol (3.05 g, 18.1 mmol, from Step 1) in anhydrous THF (50 mL ) were added Ph3P (7.13 g, 27.2 mmol, 1.5 eq) and ADDP (6.86 g, 27.2 mmol, 1.5 eq ) under argon. The mixture was stirred at rt for 17 h. The white solid was filtered off and the solvent was removed from the filtrate. The residue was purified on silica gel (flash column chromatography) eluting with 5% ethyl acetate-hexane followed by 20% ethyl acetate-hexane to provide the desir... Reactants: CCOC(=O)CCl, O=[N+]([O-])c1cccs1, C1CCOC1. Yields the product CCOC(=O)Cc1ccsc1[N+](=O)[O-]. As a reaction SMILES: [Cl:9][CH2:10][C:11](=[O:12])[O:13][CH2:14][CH3:15].[N+:1](=[O:2])([O-:3])[c:4]1[s:5][cH:6][cH:7][cH:8]1.[O:16]1[CH2:17][CH2:18][CH2:19][CH2:20]1>>[N+:1](=[O:2])([O-:3])[c:4]1[s:5][cH:6][cH:7][c:8]1[CH2:10][C:11](=[O:12])[O:13][CH2:14][CH3:15]. Starting materials: N[C@@]1(C(C(=C(C2=CC=CC=C12)O)C1=NS(C2=C(N1)C=CC(=C2)NC(OC(C)(C)C)=O)(=O)=O)=O)CCC(C)C (tert-butyl 3-[(4S)-4-amino-1-hydroxy-4-(3-methylbutyl)-3-oxo-3,4-dihydronaphthalen-2-yl]-1,1-dioxido-4H-1,2,4-benzothiadiazin-7-ylcarbamate), C([O-])([O-])=O.[K+].[K+] (potassium carbonate), COC=1C=C(C=C(C1)OC)S(=O)(=O)Cl (3,5-dimethoxybenzenesulfonyl chloride), Cl (HCl), N1=CC=CC=C1 (pyridine), CS(=O)(=O)Cl (methanesulfonyl chloride). The solvent is CN(C=O)C (N,N-dimethylformamide). Run at time 16 hour. The product is OC1=C(C([C@@](C2=CC=CC=C12)(CCC(C)C)NS(=O)(=O)C1=C(C=CC(=C1)OC)OC)=O)C1=NS(C2=C(N1)C=CC(=C2)NS(=O)(=O)C)(=O)=O (N-((1S)-4-hydroxy-1-(3-methylbutyl)-3-{7-[(methylsulfonyl)amino]-1,1-dioxido-4H-1,2,4-benzothiadiazin-3-yl}-2-oxo-1,2-dihydronaphthalen-1-yl)-2,5-dimethoxybenzenesulfonamide). Reaction SMILES: [NH2:1][C@@:2]1([CH2:34][CH2:35][CH:36]([CH3:38])[CH3:37])[C:11]2[C:6](=[CH:7][CH:8]=[CH:9][CH:10]=2)[C:5]([OH:12])=[C:4]([C:13]2[NH:18][C:17]3[CH:19]=[CH:20][C:21]([NH:23]C(=O)OC(C)(C)C)=[CH:22][C:16]=3[S:15](=[O:32])(=[O:31])[N:14]=2)[C:3]1=[O:33].[C:39](=[O:42])([O-])[O-].[K+].[K+].[CH3:45][O:46][C:47]1[CH:48]=[C:49]([S:55](Cl)(=[O:57])=[O:56])[CH:50]=[C:51](OC)[CH:52]=1.Cl.N1C=CC=CC=1.[CH3:66][S:67](Cl)(=[O:69])=[O:68]>CN(C)C=O>[OH:12][C:5]1[C:6]2[C:11](=[CH:10][CH:9]=[CH:8][CH:7]=2)[C@@:2]([NH:1][S:55]([C:49]2[CH:48]=[C:47]([O:46][CH3:45])[CH:52]=[CH:51][C:50]=2[O:42][CH3:39])(=[O:57])=[O:56])([CH2:34][CH2:35][CH:36]([CH3:38])[CH3:37])[C:3](=[O:33])[C:4]=1[C:13]1[NH:18][C:17]2[CH:19]=[CH:20][C:21]([NH:23][S:67]([CH3:66])(=[O:69])=[O:68])=[CH:22][C:16]=2[S:15](=[O:31])(=[O:32])[N:14]=1 |f:1.2.3|. Reported procedure: To a solution of Example 83B (138 mg, 0.26 mmol) in N,N-dimethylformamide (1 mL) was added potassium carbonate (70 mg, 0.51 mmol) and 3,5-dimethoxybenzenesulfonyl chloride (61 mg, 0.26 mmol) and the solution was stirred at room temperature for 16 hours. The solution was poured into 1N HCl (5 mL) and extracted with ethyl acetate (3×5 mL), the combined organic extracts washed with brine (1×5 mL) and solvent removed in vacuo to yield crude product which was purified by column chromatography on sili... Reactants: Cc1cc2cc(Nc3ccnc4cc(-c5ccc(C=O)cc5)sc34)ccc2[nH]1, NCCO. Product: Cc1cc2cc(Nc3ccnc4cc(-c5ccc(CNCCO)cc5)sc34)ccc2[nH]1. Reaction SMILES: [CH3:1][c:2]1[nH:3][c:4]2[cH:5][cH:6][c:7]([NH:11][c:12]3[c:13]4[c:14]([n:15][cH:16][cH:17]3)[cH:18][c:19](-[c:21]3[cH:22][cH:23][c:24]([CH:25]=[O:26])[cH:27][cH:28]3)[s:20]4)[cH:8][c:9]2[cH:10]1.[OH:29][CH2:30][CH2:31][NH2:32]>>[CH3:1][c:2]1[nH:3][c:4]2[cH:5][cH:6][c:7]([NH:11][c:12]3[c:13]4[c:14]([n:15][cH:16][cH:17]3)[cH:18][c:19](-[c:21]3[cH:22][cH:23][c:24]([CH2:25][NH:32][CH2:31][CH2:30][OH:29])[cH:27][cH:28]3)[s:20]4)[cH:8][c:9]2[cH:10]1. The reactants are COC(C(CC1=CC=C(C=C1)CCN(C(CC1=CC=C(C=C1)C)=O)CCCCCCC)OCC)=O (2-ethoxy-3-{4-[2-(heptyl-p-tolylacetyl-amino)-ethyl]-phenyl}-propionic acid methyl ester), [Li+].[OH-] (LiOH). Run in O1CCCC1 (tetrahydrofuran). Run at time 24 hour. Yields the product C(C)OC(C(=O)O)CC1=CC=C(C=C1)CCN(C(CC1=CC=C(C=C1)C)=O)CCCCCCC (2-ethoxy-3-{4-[2-(heptyl-p-tolylacetyl-amino)-ethyl]-phenyl}-propionic acid). Yield: 94.8%. As a reaction SMILES: C[O:2][C:3](=[O:35])[CH:4]([O:32][CH2:33][CH3:34])[CH2:5][C:6]1[CH:11]=[CH:10][C:9]([CH2:12][CH2:13][N:14]([CH2:25][CH2:26][CH2:27][CH2:28][CH2:29][CH2:30][CH3:31])[C:15](=[O:24])[CH2:16][C:17]2[CH:22]=[CH:21][C:20]([CH3:23])=[CH:19][CH:18]=2)=[CH:8][CH:7]=1.[Li+].[OH-]>O1CCCC1>[CH2:33]([O:32][CH:4]([CH2:5][C:6]1[CH:11]=[CH:10][C:9]([CH2:12][CH2:13][N:14]([CH2:25][CH2:26][CH2:27][CH2:28][CH2:29][CH2:30][CH3:31])[C:15](=[O:24])[CH2:16][C:17]2[CH:18]=[CH:19][C:20]([CH3:23])=[CH:21][CH:22]=2)=[CH:8][CH:7]=1)[C:3]([OH:35])=[O:2])[CH3:34] |f:1.2|. Reported procedure: A solution of 2-ethoxy-3-{4-[2-(heptyl-p-tolylacetyl-amino)-ethyl]-phenyl}-propionic acid methyl ester (21 mg, 0.044 mmol) and 1 M LiOH (0.131 mmol, 0.131 mL) in tetrahydrofuran (1 mL) was allowed to stir at room temperature for 24 hours. 2 N HCL was then added until the solution had a pH<2. After dilution with twice its volume in water, the aqueous layer was extracted with diethyl ether (2×). The organic layers were combined, washed with 2 M HCl (2×), dried over anhydrous sodium sulfate, and co...